From a dataset of the Open Reaction Database (ORD), a public repository of structured organic reaction records. describe an organic reaction: reactants, conditions, products, and yield Starting materials: CN1C=NN(c2cccc([N+](=O)[O-])c2)N1, CCO, [H][H], O=[Pt]. The product is CN1C=NN(c2cccc(N)c2)N1. RXN SMILES: [CH3:1][N:2]1[NH:3][N:4]([c:7]2[cH:8][c:9]([N+:13]([O-:14])=[O:15])[cH:10][cH:11][cH:12]2)[N:5]=[CH:6]1.[CH3:20][CH2:21][OH:22].[H:16][H:17].[Pt:18]=[O:19]>>[CH3:1][N:2]1[NH:3][N:4]([c:7]2[cH:8][c:9]([NH2:13])[cH:10][cH:11][cH:12]2)[N:5]=[CH:6]1. The reactants are CCCS(=O)(=O)Cl, Cl, Cl, C[Si](C)(C)CCOCn1ccc2nc(NC(=O)NC3CCCNC3)cnc21. Yields the product CCCS(=O)(=O)N1CCCC(NC(=O)Nc2cnc3c(ccn3COCC[Si](C)(C)C)n2)C1. Reaction SMILES: [CH2:30]([CH2:31][CH3:32])[S:33](=[O:34])(=[O:35])[Cl:36].[ClH:1].[ClH:2].[NH:3]1[CH2:4][CH:5]([NH:9][C:10](=[O:11])[NH:12][c:13]2[n:14][c:15]3[c:16]([n:17][cH:18]2)[n:19]([CH2:22][O:23][CH2:24][CH2:25][Si:26]([CH3:27])([CH3:28])[CH3:29])[cH:20][cH:21]3)[CH2:6][CH2:7][CH2:8]1>>[N:3]1([S:33]([CH2:30][CH2:31][CH3:32])(=[O:34])=[O:35])[CH2:4][CH:5]([NH:9][C:10](=[O:11])[NH:12][c:13]2[n:14][c:15]3[c:16]([n:17][cH:18]2)[n:19]([CH2:22][O:23][CH2:24][CH2:25][Si:26]([CH3:27])([CH3:28])[CH3:29])[cH:20][cH:21]3)[CH2:6][CH2:7][CH2:8]1. Reactants: BrCC#N (bromoacetonitrile), ClC=1N(N=C2CCCCC12)C1=C(C=C(C(=C1)O)Cl)F (3-chloro-2-(4-chloro-2-fluoro-5-hydroxyphenyl)-4,5,6,7-tetrahydroindazole), C([O-])([O-])=O.[K+].[K+] (potassium carbonate), [I-].[K+] (potassium iodide). Solvent: C(C)C(=O)CC (diethyl ketone), C(C)C(=O)CC (diethyl ketone), C(C)C(=O)CC (diethyl ketone). Yields the product ClC=1N(N=C2CCCCC12)C1=C(C=C(C(=C1)OCC#N)Cl)F (3-Chloro-2-(4-chloro-5-cyanomethoxy-2-fluorophenyl)-4,5,6,7-tetrahydroindazole). RXN SMILES: [Cl:1][C:2]1[N:3]([C:11]2[CH:16]=[C:15]([OH:17])[C:14]([Cl:18])=[CH:13][C:12]=2[F:19])[N:4]=[C:5]2[C:10]=1[CH2:9][CH2:8][CH2:7][CH2:6]2.C(=O)([O-])[O-].[K+].[K+].[I-].[K+].Br[CH2:29][C:30]#[N:31]>C(C(CC)=O)C>[Cl:1][C:2]1[N:3]([C:11]2[CH:16]=[C:15]([O:17][CH2:29][C:30]#[N:31])[C:14]([Cl:18])=[CH:13][C:12]=2[F:19])[N:4]=[C:5]2[C:10]=1[CH2:9][CH2:8][CH2:7][CH2:6]2 |f:1.2.3,4.5|. Procedure details: 4.52 g of 3-chloro-2-(4-chloro-2-fluoro-5-hydroxyphenyl)-4,5,6,7-tetrahydroindazole in 10 ml of diethyl ketone were added dropwise at approximately 20° C. to a suspension of 2.07 g of potassium carbonate and 2.49 g of potassium iodide in 150 ml of diethyl ketone. The reaction mixture was subsequently treated with 1.86 g of bromoacetonitrile in 10 ml of diethyl ketone. After the mixture had been refluxed for 10 hours, it was cooled, and the solvent was then removed. The residue was taken up in wa...